This data is from the Open Reaction Database (ORD), a public repository of structured organic reaction records. The task is: describe an organic reaction: reactants, conditions, products, and yield Reactants: C(CC)C1=NC2=C(N1CC1=CC=C(C=C1)C1C(CCC1)C(=O)OC)C=CC=C2 (methyl 2-[4-[(2-propyl-1H-benzimidazol-1-yl)methyl]phenyl]cyclopentane-1-carboxylate), [OH-].[Na+] (NaOH). The solvent is CO (MeOH). Yields the product C(CC)C1=NC2=C(N1CC1=CC=C(C=C1)C1C(CCC1)C(=O)O)C=CC=C2 (2-[4-[(2-Propyl-1H-benzimidazol-1-yl)methyl]phenyl]cyclopentane-1-carboxylic Acid). Isolated yield 62.6%. As a reaction SMILES: [CH2:1]([C:4]1[N:8]([CH2:9][C:10]2[CH:15]=[CH:14][C:13]([CH:16]3[CH2:20][CH2:19][CH2:18][CH:17]3[C:21]([O:23]C)=[O:22])=[CH:12][CH:11]=2)[C:7]2[CH:25]=[CH:26][CH:27]=[CH:28][C:6]=2[N:5]=1)[CH2:2][CH3:3].[OH-].[Na+]>CO>[CH2:1]([C:4]1[N:8]([CH2:9][C:10]2[CH:15]=[CH:14][C:13]([CH:16]3[CH2:20][CH2:19][CH2:18][CH:17]3[C:21]([OH:23])=[O:22])=[CH:12][CH:11]=2)[C:7]2[CH:25]=[CH:26][CH:27]=[CH:28][C:6]=2[N:5]=1)[CH2:2][CH3:3] |f:1.2|. Procedure: A mixture of methyl 2-[4-[(2-propyl-1H-benzimidazol-1-yl)methyl]phenyl]cyclopentane-1-carboxylate (530 mg, 1.41 mmol), 1N NaOH (2.8 mL), and MeOH (5.0 mL) was heated under reflux for 6 h. The mixture was concentrated, diluted with water (10 mL), and extracted with ether (discarded). The aqueous phase was neutralized with 1N HCl (2.8 mL) and the white precipitate was collected by filtration. Recrystallization from EtOH gave 320 mg (63%) of product, mp 179°-180° C. Starting materials: ClC=1C2=C(N=C(N1)NCCCN(CC)CC)N(C(C=C2)=O)C2=C(C=CC=C2F)F (4-chloro-2-{[3-(diethylamino)propyl]amino}-8-(2,6-difluorophenyl)pyrido[2,3-d]pyrimidin-7(8H)-one), CC1(OB(OC1(C)C)C1=CC=C(C(=O)O)C=C1)C (4-(4,4,5,5-tetramethyl-1,3,2-dioxaborolan-2-yl)benzoic acid), C([O-])([O-])=O.[K+].[K+] (potassium carbonate). The reagents and catalysts are C=1C=CC(=CC1)[P](C=2C=CC=CC2)(C=3C=CC=CC3)[Pd]([P](C=4C=CC=CC4)(C=5C=CC=CC5)C=6C=CC=CC6)([P](C=7C=CC=CC7)(C=8C=CC=CC8)C=9C=CC=CC9)[P](C=1C=CC=CC1)(C=1C=CC=CC1)C=1C=CC=CC1 (tetrakis(triphenylphosphine)palladium(0)). The solvent is O1CCOCC1 (dioxane), O (water). Conditions: temperature 150 celsius. Yields the product C(C)N(CCCNC=1N=C(C2=C(N1)N(C(C=C2)=O)C2=C(C=CC=C2F)F)C2=CC=C(C(=O)O)C=C2)CC (4-[2-{[3-(diethylamino)propyl]amino}-8-(2,6-difluorophenyl)-7-oxo-7,8-dihydropyrido[2,3-d]pyrimidin-4-yl]benzoic acid). Yield: 72.4%. RXN SMILES: Cl[C:2]1[C:3]2[CH:20]=[CH:19][C:18](=[O:21])[N:17]([C:22]3[C:27]([F:28])=[CH:26][CH:25]=[CH:24][C:23]=3[F:29])[C:4]=2[N:5]=[C:6]([NH:8][CH2:9][CH2:10][CH2:11][N:12]([CH2:15][CH3:16])[CH2:13][CH3:14])[N:7]=1.CC1(C)C(C)(C)OB([C:38]2[CH:46]=[CH:45][C:41]([C:42]([OH:44])=[O:43])=[CH:40][CH:39]=2)O1.C(=O)([O-])[O-].[K+].[K+]>O1CCOCC1.O.C1C=CC([P]([Pd]([P](C2C=CC=CC=2)(C2C=CC=CC=2)C2C=CC=CC=2)([P](C2C=CC=CC=2)(C2C=CC=CC=2)C2C=CC=CC=2)[P](C2C=CC=CC=2)(C2C=CC=CC=2)C2C=CC=CC=2)(C2C=CC=CC=2)C2C=CC=CC=2)=CC=1>[CH2:13]([N:12]([CH2:15][CH3:16])[CH2:11][CH2:10][CH2:9][NH:8][C:6]1[N:7]=[C:2]([C:38]2[CH:46]=[CH:45][C:41]([C:42]([OH:44])=[O:43])=[CH:40][CH:39]=2)[C:3]2[CH:20]=[CH:19][C:18](=[O:21])[N:17]([C:22]3[C:27]([F:28])=[CH:26][CH:25]=[CH:24][C:23]=3[F:29])[C:4]=2[N:5]=1)[CH3:14] |f:2.3.4,^1:64,66,85,104|. Procedure details: To the compound 4-chloro-2-{[3-(diethylamino)propyl]amino}-8-(2,6-difluorophenyl)pyrido[2,3-d]pyrimidin-7(8H)-one (168.75 mg, 0.40 mmol) in dioxane (12 mL) and water (4 mL) were added 4-(4,4,5,5-tetramethyl-1,3,2-dioxaborolan-2-yl)benzoic acid (148.85 mg, 0.60 mol), potassium carbonate (208 mg, 1.20 mmol) and tetrakis(triphenylphosphine)palladium(0) (23 mg, 0.02 mmol). The mixture was heated with microwave at 150° C. for 15 min. The mixture was concentrated. It was mixed with DMSO (0.75 mL) and ...